From a dataset of the Open Reaction Database (ORD), a public repository of structured organic reaction records. describe an organic reaction: reactants, conditions, products, and yield Reported procedure: The title compound was prepared from [2-amino-5-(cyclopropyl-methyl-amino)-4-trifluoromethyl-phenyl]-carbamic acid tert.-butyl ester (Example J19) (259 mg, 0.75 mmol) and 3-(2-cyano-pyridin-4-yl)-3-oxo-propionic acid tert.-butyl ester (Example K3) (192 mg, 0.78 mmol) according to the general procedure M. Obtained as a yellow solid (228 mg). RXN SMILES: [C:1]([O:5][C:6](=[O:24])[NH:7][C:8]1[CH:13]=[C:12]([N:14]([CH:16]2[CH2:18][CH2:17]2)[CH3:15])[C:11]([C:19]([F:22])([F:21])[F:20])=[CH:10][C:9]=1[NH2:23])([CH3:4])([CH3:3])[CH3:2].C([O:29][C:30](=O)[CH2:31][C:32]([C:34]1[CH:39]=[CH:38][N:37]=[C:36]([C:40]#[N:41])[CH:35]=1)=[O:33])(C)(C)C>>[C:1]([O:5][C:6](=[O:24])[NH:7][C:8]1[CH:13]=[C:12]([N:14]([CH:16]2[CH2:17][CH2:18]2)[CH3:15])[C:11]([C:19]([F:22])([F:21])[F:20])=[CH:10][C:9]=1[NH:23][C:30](=[O:29])[CH2:31][C:32]([C:34]1[CH:39]=[CH:38][N:37]=[C:36]([C:40]#[N:41])[CH:35]=1)=[O:33])([CH3:4])([CH3:2])[CH3:3]. Starting materials: C(C)(C)(C)OC(NC1=C(C=C(C(=C1)N(C)C1CC1)C(F)(F)F)N)=O ([2-amino-5-(cyclopropyl-methyl-amino)-4-trifluoromethyl-phenyl]-carbamic acid tert.-butyl ester), C(C)(C)(C)OC(CC(=O)C1=CC(=NC=C1)C#N)=O (3-(2-cyano-pyridin-4-yl)-3-oxo-propionic acid tert.-butyl ester). Yields the product C(C)(C)(C)OC(NC1=C(C=C(C(=C1)N(C)C1CC1)C(F)(F)F)NC(CC(=O)C1=CC(=NC=C1)C#N)=O)=O ([2-[3-(2-Cyano-pyridin-4-yl)-3-oxo-propionylamino]-5-(cyclopropyl-methyl-amino)-4-trifluoromethyl-phenyl]-carbamic acid tert.-butyl ester), solid. The reactants are C(C)(C)(C)OC(=O)N1CCC(CC1)C=1C=NC(=CC1)NC=1C=2N(C=C(C1)C1=C(C(=CC=C1)N1C(C3=C(C=C(C=C3C=N1)C(C)(C)C)F)=O)COC(C)=O)C=CN2 (6-{6-[2-acetoxymethyl-3-(6-tert-butyl-8-fluoro-1-oxo-1H-phthalazin-2-yl)phenyl]-imidazo[1,2-a]pyridin-8-ylamino}-3′,4′,5′,6′-tetrahydro-2′H-[3,4′]bipyridinyl-1′-carboxylic acid tert-butyl ester), C(=O)(C(F)(F)F)O (TFA). Run in C(Cl)Cl (DCM). Run at time 1 hour. The product is C(C)(C)(C)C=1C=C2C=NN(C(C2=C(C1)F)=O)C1=C(COC(C)=O)C(=CC=C1)C=1C=C(C=2N(C1)C=CN2)NC2=CC=C(C=N2)C2CCNCC2 (acetic acid 2-(6-tert-butyl-8-fluoro-1-oxo-1H-phthalazin-2-yl)-6-[8-(1′,2′,3′,4′,5′,6′-hexahydro-[3,4′]bipyridinyl-6-ylamino)-imidazo[1,2-a]pyridin-6-yl]-benzyl ester). RXN SMILES: C(OC([N:8]1[CH2:13][CH2:12][CH:11]([C:14]2[CH:15]=[N:16][C:17]([NH:20][C:21]3[C:22]4[N:23]([CH:54]=[CH:55][N:56]=4)[CH:24]=[C:25]([C:27]4[CH:32]=[CH:31][CH:30]=[C:29]([N:33]5[N:42]=[CH:41][C:40]6[C:35](=[C:36]([F:47])[CH:37]=[C:38]([C:43]([CH3:46])([CH3:45])[CH3:44])[CH:39]=6)[C:34]5=[O:48])[C:28]=4[CH2:49][O:50][C:51](=[O:53])[CH3:52])[CH:26]=3)=[CH:18][CH:19]=2)[CH2:10][CH2:9]1)=O)(C)(C)C.C(O)(C(F)(F)F)=O>C(Cl)Cl>[C:43]([C:38]1[CH:39]=[C:40]2[C:35](=[C:36]([F:47])[CH:37]=1)[C:34](=[O:48])[N:33]([C:29]1[CH:30]=[CH:31][CH:32]=[C:27]([C:25]3[CH:26]=[C:21]([NH:20][C:17]4[N:16]=[CH:15][C:14]([CH:11]5[CH2:12][CH2:13][NH:8][CH2:9][CH2:10]5)=[CH:19][CH:18]=4)[C:22]4[N:23]([CH:54]=[CH:55][N:56]=4)[CH:24]=3)[C:28]=1[CH2:49][O:50][C:51](=[O:53])[CH3:52])[N:42]=[CH:41]2)([CH3:44])([CH3:45])[CH3:46]. Reported procedure: To the solution of 6-{6-[2-acetoxymethyl-3-(6-tert-butyl-8-fluoro-1-oxo-1H-phthalazin-2-yl)phenyl]-imidazo[1,2-a]pyridin-8-ylamino}-3′,4′,5′,6′-tetrahydro-2′H-[3,4′]bipyridinyl-1′-carboxylic acid tert-butyl ester (280 mg, 0.3689 mmol) in DCM (8 mL) was added TFA (1.4 mL) and the solution was stirred at room temperature for one hour. TLC showed a complete reaction. The solution was poured onto water and extracted with ethyl acetate. The combined organic layers were washed with brine, dried over N... Reactants: COC(C1=CC=C(C=C1)C(C1=CC(=C(C=C1)OC)Br)=O)=O (4-(3-bromo-4-methoxy-benzoyl)-benzoic acid methyl ester), C(C(C)C)[Mg]Br (isobutylmagnesium bromide), C1CCOC1 (THF). Reaction conditions: time 2 hour. Yields the product COC(C1=CC=C(C=C1)C(CCCCCC)(O)C1=CC(=C(C=C1)OC)Br)=O (4-[1-(3-bromo-4-methoxy-phenyl)-1-hydroxy-heptyl]-benzoic acid methyl ester). The yield is 10.0%. RXN SMILES: [CH3:1][O:2][C:3](=[O:21])[C:4]1[CH:9]=[CH:8][C:7]([C:10](=[O:20])[C:11]2[CH:16]=[CH:15][C:14]([O:17][CH3:18])=[C:13]([Br:19])[CH:12]=2)=[CH:6][CH:5]=1.C([Mg]Br)[CH:23]([CH3:25])[CH3:24].[CH2:28]1[CH2:32]OC[CH2:29]1>>[CH3:1][O:2][C:3](=[O:21])[C:4]1[CH:5]=[CH:6][C:7]([C:10]([C:11]2[CH:16]=[CH:15][C:14]([O:17][CH3:18])=[C:13]([Br:19])[CH:12]=2)([OH:20])[CH2:29][CH2:28][CH2:32][CH2:24][CH2:23][CH3:25])=[CH:8][CH:9]=1. Procedure: To a solution of 4-(3-bromo-4-methoxy-benzoyl)-benzoic acid methyl ester (4.42 g, 12.66 mmol) in THF (20 mL) at 0° C. is added isobutylmagnesium bromide (2M, 7.6 mL). After stirring at room temperature for 2 hours, it is quenched with saturated ammonium chloride, extracted with EtOAc. The organic is concentrated to give 4-[1-(3-bromo-4-methoxy-phenyl)-1-hydroxy-heptyl]-benzoic acid methyl ester (0.572 g, 10%)